From a dataset of the Open Reaction Database (ORD), a public repository of structured organic reaction records. describe an organic reaction: reactants, conditions, products, and yield Starting materials: ClC1=C2C(=NC=C1)C=CS2 (7-Chlorothieno[3,2-b]pyridine), C1CCOC1 (THF), CN(C)C=O (DMF). Solvent: O (water). Run at time 1 hour. The product is ClC1=C2C(=NC=C1)C=C(S2)C=O (7-Chlorothieno[3,2-b]pyridine-2-carbaldehyde). Isolated yield 85.5%. Reaction SMILES: [Cl:1][C:2]1[CH:7]=[CH:6][N:5]=[C:4]2[CH:8]=[CH:9][S:10][C:3]=12.C1C[O:14][CH2:13]C1.CN(C=O)C>O>[Cl:1][C:2]1[CH:7]=[CH:6][N:5]=[C:4]2[CH:8]=[C:9]([CH:13]=[O:14])[S:10][C:3]=12. Procedure: To a solution of 7-chlorothieno[3,2-b]pyridine (2) (2 g, 11.83 mmol) in THF (40 mL) n-BuLi (2.5M in hexanes, 5.7 mL, 14.2 mmol) was added dropwise at −78° C. and the reaction mixture stirred 1 h. DMF (2.7 mL, 35.5 mmol) was added and stirring continued 1 h more. The reaction mixture was poured into water, extracted with EtOAc, the combined organics dried over anhydrous Na2SO4, and concentrated under reduced pressure. The residue was triturated with ether and filtered affording title compound 232... Reaction SMILES: [Br:1][C:2]1[C:3]([C:7]2[CH:12]=[CH:11][N:10]=[CH:9][CH:8]=2)=[N:4][NH:5][CH:6]=1.[H-].[Na+].Cl[C:16]1[CH:23]=[CH:22][C:19]([C:20]#[N:21])=[CH:18][N:17]=1>CN(C=O)C.O>[Br:1][C:2]1[C:3]([C:7]2[CH:12]=[CH:11][N:10]=[CH:9][CH:8]=2)=[N:4][N:5]([C:16]2[CH:23]=[CH:22][C:19]([C:20]#[N:21])=[CH:18][N:17]=2)[CH:6]=1 |f:1.2|. Yield: 89.3%. Yields the product BrC=1C(=NN(C1)C1=NC=C(C#N)C=C1)C1=CC=NC=C1 (6-(4-bromo-3-(pyridin-4-yl)-1H-pyrazol-1-yl)nicotinonitrile). Starting materials: BrC=1C(=NNC1)C1=CC=NC=C1 (4-(4-bromo-1H-pyrazol-3-yl)-pyridine), suspension, [H-].[Na+] (sodium hydride), ClC1=NC=C(C#N)C=C1 (6-chloronicotinonitrile). Reported procedure: To 4-(4-bromo-1H-pyrazol-3-yl)-pyridine (200 mg; Example 4, Step 1) in 5 mL DMF was added slowly 0.043 g of a 60% suspension of sodium hydride in mineral oil. After 20 minutes 0.124 g 6-chloronicotinonitrile was added. The mixture was heated at 80° C. overnight. The cooled reaction mixture was diluted with water and resulting solid was collected by vacuum filtration to yield 0.26 g (89% yield) product as a tan solid. 1H NMR (CDCl3) was consistent with the desired structure. LC/MS showed one peak... Reaction conditions: temperature 80 celsius. Run in CN(C)C=O (DMF), O (water). The reactants are C(=O)=O.CC(=O)C (dry ice acetone), COC(=O)C=1C(=NN(C1CC)C1=C(C=C(C=C1C)Br)C)CC (1-(4-bromo-2,6-dimethylphenyl)-3,5-diethyl-1H-pyrazole-4-carboxylic acid methyl ester), [H-].C(C(C)C)[Al+]CC(C)C (diisobutylaluminum hydride). Run in O1CCCC1 (tetrahydrofuran). Run at time 15 minute. Product: BrC1=CC(=C(C(=C1)C)N1N=C(C(=C1CC)CO)CC)C ([1-(4-Bromo-2,6-dimethylphenyl)-3,5-diethyl-1H-pyrazol-4-yl]-methanol). The yield is 73.6%. As a reaction SMILES: C(=O)=O.CC(C)=O.C[O:9][C:10]([C:12]1[C:13]([CH2:28][CH3:29])=[N:14][N:15]([C:19]2[C:24]([CH3:25])=[CH:23][C:22]([Br:26])=[CH:21][C:20]=2[CH3:27])[C:16]=1[CH2:17][CH3:18])=O.[H-].C([Al+]CC(C)C)C(C)C>O1CCCC1>[Br:26][C:22]1[CH:21]=[C:20]([CH3:27])[C:19]([N:15]2[C:16]([CH2:17][CH3:18])=[C:12]([CH2:10][OH:9])[C:13]([CH2:28][CH3:29])=[N:14]2)=[C:24]([CH3:25])[CH:23]=1 |f:0.1,3.4|. Procedure details: To a dry ice/acetone bath-chilled solution of 1-(4-bromo-2,6-dimethylphenyl)-3,5-diethyl-1H-pyrazole-4-carboxylic acid methyl ester (1.1 g, 3.1 mmol) in anhydrous tetrahydrofuran (8 ml), diisobutylaluminum hydride (1.0 M in toluene; 10 ml, 10 mmol) was added dropwise. After 15 minutes, the reaction mixture was warmed to 0°-5° C. and stirred at that temperature for 2.5 hours. The reaction was then quenched by addition of 2 ml of water, and the organic solvent was removed in vacuo. Extraction of t... The reactants are CC1(C)Cc2nc3ccccc3c(NCc3ccccc3)c2C(O)C1, CCO, Cl. The product is CC1(C)CC(=O)c2c(nc3ccccc3c2NCc2ccccc2)C1, Cl. RXN SMILES: [CH2:1]([c:2]1[cH:3][cH:4][cH:5][cH:6][cH:7]1)[NH:8][c:9]1[c:10]2[cH:11][cH:12][cH:13][cH:14][c:15]2[n:16][c:17]2[c:22]1[CH:21]([OH:23])[CH2:20][C:19]([CH3:24])([CH3:25])[CH2:18]2.[CH3:27][CH2:28][OH:29].[ClH:26]>>[CH2:1]([c:2]1[cH:3][cH:4][cH:5][cH:6][cH:7]1)[NH:8][c:9]1[c:10]2[cH:11][cH:12][cH:13][cH:14][c:15]2[n:16][c:17]2[c:22]1[C:21](=[O:23])[CH2:20][C:19]([CH3:24])([CH3:25])[CH2:18]2.[ClH:26]. The reactants are COc1nccc2nc(-c3ccc(CN4CCC(c5n[nH]c(-c6ccccn6)n5)CC4)cc3)c(-c3ccccc3)cc12, Cl, [Na+], O=C([O-])O, O, c1ccncc1. Yields the product O=c1[nH]ccc2nc(-c3ccc(CN4CCC(c5n[nH]c(-c6ccccn6)n5)CC4)cc3)c(-c3ccccc3)cc12. Reaction SMILES: [CH3:1][O:2][c:3]1[c:4]2[cH:5][c:6](-[c:37]3[cH:38][cH:39][cH:40][cH:41][cH:42]3)[c:7](-[c:13]3[cH:14][cH:15][c:16]([CH2:19][N:20]4[CH2:21][CH2:22][CH:23]([c:26]5[n:27][nH:28][c:29](-[c:31]6[n:32][cH:33][cH:34][cH:35][cH:36]6)[n:30]5)[CH2:24][CH2:25]4)[cH:17][cH:18]3)[n:8][c:9]2[cH:10][cH:11][n:12]1.[ClH:43].[Na+:54].[O-:50][C:51]([OH:52])=[O:53].[OH2:55].[n:44]1[cH:45][cH:46][cH:47][cH:48][cH:49]1>>[O:2]=[c:3]1[c:4]2[cH:5][c:6](-[c:37]3[cH:38][cH:39][cH:40][cH:41][cH:42]3)[c:7](-[c:13]3[cH:14][cH:15][c:16]([CH2:19][N:20]4[CH2:21][CH2:22][CH:23]([c:26]5[n:27][nH:28][c:29](-[c:31]6[n:32][cH:33][cH:34][cH:35][cH:36]6)[n:30]5)[CH2:24][CH2:25]4)[cH:17][cH:18]3)[n:8][c:9]2[cH:10][cH:11][nH:12]1.